Dataset: the Open Reaction Database (ORD), a public repository of structured organic reaction records. Task: describe an organic reaction: reactants, conditions, products, and yield Starting materials: FC(C1=CC(=CC=C1)O)(F)F (α,α,α-trifluoro-m-cresol), ClS(=O)(=O)N=C=O (chlorosulfonyl isocyanate). Reported procedure: This compound was prepared according to the procedure used in Example 84. A mixture of 18.4 g (0.114 mole) of α,α,α-trifluoro-m-cresol, 14.8 g (0.105 mole) of chlorosulfonyl isocyanate and 100 ml of toluene gave 22.5 g (82%) of a white solid, mp 100°-102° C. Yield: 88.8%. RXN SMILES: [F:1][C:2]([F:11])([F:10])[C:3]1[CH:8]=[CH:7][CH:6]=[C:5]([OH:9])[CH:4]=1.Cl[S:13]([N:16]=C=O)(=[O:15])=[O:14]>C1(C)C=CC=CC=1>[F:1][C:2]([F:10])([F:11])[C:3]1[CH:4]=[C:5]([O:9][S:13](=[O:15])(=[O:14])[NH2:16])[CH:6]=[CH:7][CH:8]=1. The product is FC(C=1C=C(C=CC1)OS(N)(=O)=O)(F)F (Sulfamic acid 3-(trifluoromethyl)phenyl ester). Solvent: C1(=CC=CC=C1)C (toluene). Reactants: [BH4-].[Na+] (NaBH4), ClC=1C=C(C=CC1Cl)C12CCC(C2C1)=O (5-(3,4-dichlorophenyl)bicyclo[3.1.0]hexan-2-one), CC(=O)[O-].[Na+] (NaOAc), NO.Cl (NH2OH.HCl). Reagents/catalysts: Cl[Ni]Cl (NiCl2). Solvent: CO (MeOH), CO (MeOH). Reaction conditions: time 18 hour. The product is Cl.ClC=1C=C(C=CC1Cl)C12CCC(C2C1)N (5-(3,4-dichlorophenyl)bicyclo[3.1.0]hexan-2-amine hydrochloride). Reaction SMILES: [Cl:1][C:2]1[CH:3]=[C:4]([C:9]23[CH2:14][CH:13]2[C:12](=O)[CH2:11][CH2:10]3)[CH:5]=[CH:6][C:7]=1[Cl:8].CC([O-])=O.[Na+].[NH2:21]O.Cl.[BH4-].[Na+]>CO.Cl[Ni]Cl>[ClH:1].[Cl:1][C:2]1[CH:3]=[C:4]([C:9]23[CH2:14][CH:13]2[CH:12]([NH2:21])[CH2:11][CH2:10]3)[CH:5]=[CH:6][C:7]=1[Cl:8] |f:1.2,3.4,5.6,9.10|. Procedure: To a solution of 5-(3,4-dichlorophenyl)bicyclo[3.1.0]hexan-2-one (100 mg, 0.41 mmol) and anhydrous NaOAc (84 mg, 1.03 mmol) in anhydrous MeOH (5 mL) was added with stirring NH2OH.HCl (152.9 mg, 2.2 mmol). The resulting mixture was stirred at room temperature for 18 h. The reaction mixture was filtered and the filtrate was concentrated in vacuo. The residue, dioxime [IS THIS CORRECT?] was reconstituted in anhydrous MeOH (5 ml) and added to a suspension of anhydrous NiCl2 (116.94 mg, 0.9 mmol) in ... Starting materials: COC=1C=C2C(=CNC2=CC1)C#N (5-methoxy-1H-indole-3-carbonitrile), [H-].[Na+] (NaH), CI (Methyl iodide), [H][H] (hydrogen). Solvent: O1CCCC1 (tetrahydrofuran). Run at time 1 hour. Yields the product COC=1C=C2C(=CN(C2=CC1)C)C#N (5-Methoxy-1-methyl-1 H-indole-3-carbonitrile). Yield: 81307.0%. RXN SMILES: [CH3:1][O:2][C:3]1[CH:4]=[C:5]2[C:9](=[CH:10][CH:11]=1)[NH:8][CH:7]=[C:6]2[C:12]#[N:13].[H-].[Na+].[H][H].[CH3:18]I>O1CCCC1>[CH3:1][O:2][C:3]1[CH:4]=[C:5]2[C:9](=[CH:10][CH:11]=1)[N:8]([CH3:18])[CH:7]=[C:6]2[C:12]#[N:13] |f:1.2|. Reported procedure: A solution of 5-methoxy-1H-indole-3-carbonitrile (550 mg) in dry tetrahydrofuran (50 ml) was treated with NaH (152 mg of a 55% dispersion in oil). The solution was stirred under a dry nitrogen atmosphere until the evolution of hydrogen ceased. Methyl iodide (0.45 mg) was then added and the reaction allowed to stir at room temperature for one hour. The solvent was then removed under reduced pressure and the residue taken up in dichloromethane (50 ml), washed with water (2×25 ml), dried (MgSO4), f... As a reaction SMILES: [Cl:1][C:2]1[CH:3]=[C:4]([CH:9]=[C:10]([Cl:12])[CH:11]=1)[O:5][CH2:6][CH2:7]Br.[CH2:13]([NH2:17])[CH:14]([CH3:16])[CH3:15].Cl>>[ClH:1].[Cl:1][C:2]1[CH:3]=[C:4]([CH:9]=[C:10]([Cl:12])[CH:11]=1)[O:5][CH2:6][CH2:7][NH:17][CH2:13][CH:14]([CH3:16])[CH3:15] |f:3.4|. Product: Cl.ClC=1C=C(OCCNCC(C)C)C=C(C1)Cl (N-[2-(3,5-Dichlorophenoxy)ethyl]-2-methylpropanamine Hydrochloride). Procedure details: The title compound was prepared by the method of Preparation 34 from 2-(3,5-dichlorophenoxy)-1-bromoethane and isobutylamine (72 hr) and hydrogen chloride. The free base was obtained as an oil. The hydrochloride salt melted at 190°-191.5° C. Reactants: hydrochloride salt, ClC=1C=C(OCCBr)C=C(C1)Cl (2-(3,5-dichlorophenoxy)-1-bromoethane), C(C(C)C)N (isobutylamine), Cl (hydrogen chloride). Starting materials: CC#N, [O-][Cl+][O-], Cl, O=CC#Cc1ccccc1F, [Na+], O, OO. Product: O=C(O)C#Cc1ccccc1F. As a reaction SMILES: [CH3:20][C:21]#[N:22].[Cl+:15]([O-:16])[O-:17].[ClH:1].[F:4][c:5]1[c:6]([C:11]#[C:12][CH:13]=[O:14])[cH:7][cH:8][cH:9][cH:10]1.[Na+:18].[OH2:19].[OH:2][OH:3]>>[F:4][c:5]1[c:6]([C:11]#[C:12][C:13](=[O:14])[OH:16])[cH:7][cH:8][cH:9][cH:10]1. Reactants: CS(=O)(=O)OCCCOC1=CC2=C(C=CC(O2)=O)C=C1OC (7-[3-(methanesulfonyloxy)propoxy]-6-methoxy-2H-1-benzopyran-2-one), C1(=CC=CC=C1)C1CCNCC1 (4-phenylpiperidine), Cl (Hydrochloride). Solvent: C(C)(C)O (isopropanol), C(C)(C)O (isopropanol). Yields the product COC=1C(=CC2=C(C=CC(O2)=O)C1)OCCCN1CCC(CC1)C1=CC=CC=C1 (6-methoxy-7-[3-(4-phenyl-1-piperidinyl)propoxy]-2H-1-benzopyran-2-one). Yield: 73.0%. Reaction SMILES: CS(O[CH2:6][CH2:7][CH2:8][O:9][C:10]1[C:20]([O:21][CH3:22])=[CH:19][C:13]2[CH:14]=[CH:15][C:16](=[O:18])[O:17][C:12]=2[CH:11]=1)(=O)=O.[C:23]1([CH:29]2[CH2:34][CH2:33][NH:32][CH2:31][CH2:30]2)[CH:28]=[CH:27][CH:26]=[CH:25][CH:24]=1.Cl>C(O)(C)C>[CH3:22][O:21][C:20]1[C:10]([O:9][CH2:8][CH2:7][CH2:6][N:32]2[CH2:33][CH2:34][CH:29]([C:23]3[CH:28]=[CH:27][CH:26]=[CH:25][CH:24]=3)[CH2:30][CH2:31]2)=[CH:11][C:12]2[O:17][C:16](=[O:18])[CH:15]=[CH:14][C:13]=2[CH:19]=1. Procedure: Method B (20 h at 60° C.); starting materials: 7-[3-(methanesulfonyloxy)propoxy]-6-methoxy-2H-1-benzopyran-2-one (example 68) and 4-phenylpiperidine; yield 73%; fusion point 97°-99° C. (from isopropanol). Hydrochloride: method G; yield 93%; fusion point 198°-200° C. (from isopropanol).